Dataset: the Open Reaction Database (ORD), a public repository of structured organic reaction records. Task: describe an organic reaction: reactants, conditions, products, and yield Reagents/catalysts: [Cl-].C(C)[N+](CC1=CC=CC=C1)(CC)CC (triethylbenzylammonium chloride). Isolated yield 52.0%. The solvent is O1CCCC1 (tetrahydrofuran). Procedure: A 3N aqueous solution (0.9 ml) of sodium hydroxide and 5.0 ml of tetrahydrofuran were added to 0.50 g (2.6 mmoles) of sodium 2-oxo-3-(p-methylphenyl)butanoate, and the mixture was stirred until a completely uniform solution formed. Then, 0.20 ml (2.7 mmoles) of propargyl bromide and 26 mg of triethylbenzylammonium chloride were added, and the mixture was reacted at room temperature for 12 hours. The reaction mixture was acidified with 1N hydrochloric acid and extracted with ether. The ether laye... Yields the product O=C(C(=O)O)C(CC#C)C1=CC=C(C=C1)C (2-oxo-3-(p-methylphenyl)-5-hexynoic acid). Reactants: C(C#C)Br (propargyl bromide), Cl (hydrochloric acid), aqueous solution, [OH-].[Na+] (sodium hydroxide), O=C(C(=O)[O-])C(C)C1=CC=C(C=C1)C.[Na+] (sodium 2-oxo-3-(p-methylphenyl)butanoate). As a reaction SMILES: [OH-].[Na+].[O:3]=[C:4]([CH:8]([C:10]1[CH:15]=[CH:14][C:13]([CH3:16])=[CH:12][CH:11]=1)[CH3:9])[C:5]([O-:7])=[O:6].[Na+].[CH2:18](Br)[C:19]#C.Cl>[Cl-].C([N+](CC)(CC)CC1C=CC=CC=1)C.O1CCCC1>[O:3]=[C:4]([CH:8]([C:10]1[CH:11]=[CH:12][C:13]([CH3:16])=[CH:14][CH:15]=1)[CH2:9][C:18]#[CH:19])[C:5]([OH:7])=[O:6] |f:0.1,2.3,6.7|. Starting materials: CC(=O)Oc1ccc(CC(=O)O)cc1, ClCCl, CN(C)C=O, O=C(Cl)C(=O)Cl. Product: CC(=O)Oc1ccc(CC(=O)Cl)cc1. Reaction SMILES: [C:1]([CH3:2])(=[O:3])[O:4][c:5]1[cH:6][cH:7][c:8]([CH2:11][C:12](=[O:13])[OH:14])[cH:9][cH:10]1.[CH2:26]([Cl:27])[Cl:28].[CH3:15][N:16]([CH3:17])[CH:18]=[O:19].[Cl:20][C:21]([C:22]([Cl:23])=[O:24])=[O:25]>>[C:1]([CH3:2])(=[O:3])[O:4][c:5]1[cH:6][cH:7][c:8]([CH2:11][C:12](=[O:14])[Cl:20])[cH:9][cH:10]1. The reactants are BrC1=C(N)C=C(C=C1F)[N+](=O)[O-] (2-bromo-3-fluoro-5-nitroaniline), B1(OC(=O)CN(CC(=O)O1)C)C2CC2 (cyclopropylboronic acid MIDA ester), P(C1CCCCC1)(C1CCCCC1)C1CCCCC1 (Cy3P), C(=O)([O-])[O-].[Cs+].[Cs+] (Cs2CO3). Reagents/catalysts: CC(=O)[O-].CC(=O)[O-].[Pd+2] (Pd(OAc)2). The solvent is C1(=CC=CC=C1)C (toluene), O (H2O). Conditions: temperature 100 celsius. Product: C1(CC1)C1=C(N)C=C(C=C1F)[N+](=O)[O-] (2-Cyclopropyl-3-Fluoro-5-Nitroaniline). The yield is 89.8%. As a reaction SMILES: Br[C:2]1[C:8]([F:9])=[CH:7][C:6]([N+:10]([O-:12])=[O:11])=[CH:5][C:3]=1[NH2:4].B1([CH:24]2[CH2:26][CH2:25]2)OC(=O)CN(C)CC(=O)O1.P(C1CCCCC1)(C1CCCCC1)C1CCCCC1.C([O-])([O-])=O.[Cs+].[Cs+]>C1(C)C=CC=CC=1.O.CC([O-])=O.CC([O-])=O.[Pd+2]>[CH:24]1([C:2]2[C:8]([F:9])=[CH:7][C:6]([N+:10]([O-:12])=[O:11])=[CH:5][C:3]=2[NH2:4])[CH2:26][CH2:25]1 |f:3.4.5,8.9.10|. Procedure: A mixture of 2-bromo-3-fluoro-5-nitroaniline (1.6 g, 6.81 mmol, 1 equiv), cyclopropylboronic acid MIDA ester (Aldrich; 4.0 g, 20.43 mmol, 3 equiv), Pd(OAc)2 (238 mg, 1.06 mmol, 0.15 equiv), Cy3P (578 mg, 2.06 mmol, 0.3 equiv) and Cs2CO3 (13.26 g, 40.8 mmol, 6 equiv) in toluene (70 mL) and H2O (14 mL) was de-gassed with N2 for 5 minutes. The mixture was then heated at 100° C. (oil bath temperature) overnight. After allowing to cool to room temperature, the mixture was diluted with EtOAc (100 mL) ... The reactants are OCCCCCCBr, CC(C)(C)c1cc(COCCCCCCCc2cccnc2)cc(C(C)(C)C)c1O. Yields the product OCCCCCCCc1cccnc1. As a reaction SMILES: [Br:1][CH2:2][CH2:3][CH2:4][CH2:5][CH2:6][CH2:7][OH:8].[C:9]([c:10]1[cH:11][c:12]([CH2:13][O:20][CH2:21][CH2:22][CH2:23][CH2:24][CH2:25][CH2:26][CH2:27][c:28]2[cH:29][n:30][cH:31][cH:32][cH:33]2)[cH:14][c:15]([C:16]([CH3:17])([CH3:18])[CH3:19])[c:34]1[OH:35])([CH3:36])([CH3:37])[CH3:38]>>[OH:20][CH2:21][CH2:22][CH2:23][CH2:24][CH2:25][CH2:26][CH2:27][c:28]1[cH:29][n:30][cH:31][cH:32][cH:33]1. The reactants are ClC1=CC=C(C=C1)C=1C=C2C(=NC1)NC=C2C(=O)C=2C(=C(C=CC2F)NS(=O)(=O)CCC)F (N-(3-(5-(4-chlorophenyl)-1H-pyrrolo[2,3-b]pyridine-3-carbonyl)-2,4-difluorophenyl)propane-1-sulfonamide), [OH-].[K+] (potassium hydroxide), CN(C)C=O (DMF), C(C(C)C)(=O)OCCl (chloromethyl isobutyrate), CN(C)C=O (DMF). Run in CCOC(=O)C (EtOAc). Run at temperature 10 celsius, time 3 hour. The product is C(C(C)C)(=O)OC(C)N1C=C(C=2C1=NC=C(C2)C2=CC=C(C=C2)Cl)C(C2=C(C(=CC=C2F)NS(=O)(=O)CCC)F)=O (1-(5-(4-chlorophenyl)-3-(2,6-difluoro-3-(propylsulfonamido)benzoyl)-1H-pyrrolo[2,3-b]pyridin-1-yl)ethyl isobutyrate). The yield is 63.3%. RXN SMILES: [Cl:1][C:2]1[CH:7]=[CH:6][C:5]([C:8]2[CH:9]=[C:10]3[C:16]([C:17]([C:19]4[C:20]([F:33])=[C:21]([NH:26][S:27]([CH2:30][CH2:31][CH3:32])(=[O:29])=[O:28])[CH:22]=[CH:23][C:24]=4[F:25])=[O:18])=[CH:15][NH:14][C:11]3=[N:12][CH:13]=2)=[CH:4][CH:3]=1.[OH-].[K+].[C:36]([O:41][CH2:42]Cl)(=[O:40])[CH:37]([CH3:39])[CH3:38].[CH3:44]N(C=O)C>CCOC(C)=O>[C:36]([O:41][CH:42]([N:14]1[C:11]2=[N:12][CH:13]=[C:8]([C:5]3[CH:6]=[CH:7][C:2]([Cl:1])=[CH:3][CH:4]=3)[CH:9]=[C:10]2[C:16]([C:17](=[O:18])[C:19]2[C:24]([F:25])=[CH:23][CH:22]=[C:21]([NH:26][S:27]([CH2:30][CH2:31][CH3:32])(=[O:28])=[O:29])[C:20]=2[F:33])=[CH:15]1)[CH3:44])(=[O:40])[CH:37]([CH3:39])[CH3:38] |f:1.2|. Procedure details: To a mixture of N-(3-(5-(4-chlorophenyl)-1H-pyrrolo[2,3-b]pyridine-3-carbonyl)-2,4-difluorophenyl)propane-1-sulfonamide (0.5 g, 1.02 mmol) and potassium hydroxide (115 mg, 2.04 mmol) in anhydrous DMF (4 mL) was added a solution of chloromethyl isobutyrate (37 mg, 0.25 mmol) in anhydrous DMF (1 mL) over 30 min at 10° C. The reaction was stirred at 10° C. for 3 h, then diluted with EtOAc (40 mL) and filtered. The filtrate was concentrated in vacuo and the residue was purified by a silica gel colum... The product is Cn1c(C=O)cnc1[N+](=O)[O-]. As a reaction SMILES: [CH3:18][OH:19].[CH3:1][n:2]1[c:3]([N+:15](=[O:16])[O-:17])[n:4][cH:5][c:6]1[CH:7]=[CH:8][c:9]1[cH:10][cH:11][cH:12][cH:13][cH:14]1.[O:20]=[Os:21](=[O:22])(=[O:23])=[O:24].[OH2:25]>>[CH3:1][n:2]1[c:3]([N+:15](=[O:16])[O-:17])[n:4][cH:5][c:6]1[CH:7]=[O:19]. The reactants are CO, Cn1c(C=Cc2ccccc2)cnc1[N+](=O)[O-], O=[Os](=O)(=O)=O, O. Product: CCCCc1ccc2c(=O)n(Cc3ccccc3)c(C(=O)OC)c(-c3ccccc3)c2c1. RXN SMILES: [C:37](=[O:38])([O-:39])[O-:40].[CH2:128]1[O:129][CH2:130][CH2:131][CH2:132]1.[CH2:30]([CH2:31][CH2:32][CH3:33])[B:34]([OH:35])[OH:36].[CH3:1][O:2][C:3](=[O:4])[c:5]1[n:6]([CH2:23][c:24]2[cH:25][cH:26][cH:27][cH:28][cH:29]2)[c:7](=[O:22])[c:8]2[cH:9][cH:10][c:11]([Br:21])[cH:12][c:13]2[c:14]1-[c:15]1[cH:16][cH:17][cH:18][cH:19][cH:20]1.[CH3:43][c:44]1[cH:45][cH:46][cH:47][cH:48][cH:49]1.[K+:41].[K+:42].[OH2:127].[cH:50]1[cH:51][cH:52][c:53]([P:54]([Pd:55]([P:56]([c:57]2[cH:58][cH:59][cH:60][cH:61][cH:62]2)([c:63]2[cH:64][cH:65][cH:66][cH:67][cH:68]2)[c:69]2[cH:70][cH:71][cH:72][cH:73][cH:74]2)([P:75]([c:76]2[cH:77][cH:78][cH:79][cH:80][cH:81]2)([c:82]2[cH:83][cH:84][cH:85][cH:86][cH:87]2)[c:88]2[cH:89][cH:90][cH:91][cH:92][cH:93]2)[P:94]([c:95]2[cH:96][cH:97][cH:98][cH:99][cH:100]2)([c:101]2[cH:102][cH:103][cH:104][cH:105][cH:106]2)[c:107]2[cH:108][cH:109][cH:110][cH:111][cH:112]2)([c:113]2[cH:114][cH:115][cH:116][cH:117][cH:118]2)[c:119]2[cH:120][cH:121][cH:122][cH:123][cH:124]2)[cH:125][cH:126]1>>[CH3:1][O:2][C:3](=[O:4])[c:5]1[n:6]([CH2:23][c:24]2[cH:25][cH:26][cH:27][cH:28][cH:29]2)[c:7](=[O:22])[c:8]2[cH:9][cH:10][c:11]([CH2:30][CH2:31][CH2:32][CH3:33])[cH:12][c:13]2[c:14]1-[c:15]1[cH:16][cH:17][cH:18][cH:19][cH:20]1. Reactants: O=C([O-])[O-], C1CCOC1, CCCCB(O)O, COC(=O)c1c(-c2ccccc2)c2cc(Br)ccc2c(=O)n1Cc1ccccc1, Cc1ccccc1, [K+], [K+], O, c1ccc(P(c2ccccc2)(c2ccccc2)[Pd](P(c2ccccc2)(c2ccccc2)c2ccccc2)(P(c2ccccc2)(c2ccccc2)c2ccccc2)P(c2ccccc2)(c2ccccc2)c2ccccc2)cc1. The reactants are [N+](=[N-])=CC(=O)[C@H]1N(CCC1)C(=O)[C@H]1N(CCC1)C(=O)NCC1=CC=CC=C1 ((S)-2-[[(S)-2-(Diazoacetyl)-1-pyrrolidinyl]carbonyl]-N-(phenylmethyl)-1-pyrrolidinecarboxamide), C(C)(=O)O.O1CCOCC1 (acetic acid 1,4-dioxane). Run at temperature 100 celsius. Yields the product C(C)(=O)OCC(=O)[C@H]1N(CCC1)C(=O)[C@H]1N(CCC1)C(=O)NCC1=CC=CC=C1 ((S)-2-[[(S)-2-(Acetoxyacetyl)-1-pyrrolidinyl]carbonyl]-N-(phenylmethyl)-1-pyrrolidinecarboxamide). As a reaction SMILES: [N+](=[CH:3][C:4]([C@@H:6]1[CH2:10][CH2:9][CH2:8][N:7]1[C:11]([C@@H:13]1[CH2:17][CH2:16][CH2:15][N:14]1[C:18]([NH:20][CH2:21][C:22]1[CH:27]=[CH:26][CH:25]=[CH:24][CH:23]=1)=[O:19])=[O:12])=[O:5])=[N-].[C:28]([OH:31])(=[O:30])[CH3:29].O1CCOCC1>>[C:28]([O:31][CH2:3][C:4]([C@@H:6]1[CH2:10][CH2:9][CH2:8][N:7]1[C:11]([C@@H:13]1[CH2:17][CH2:16][CH2:15][N:14]1[C:18]([NH:20][CH2:21][C:22]1[CH:27]=[CH:26][CH:25]=[CH:24][CH:23]=1)=[O:19])=[O:12])=[O:5])(=[O:30])[CH3:29] |f:1.2|. Procedure: (S)-2-[[(S)-2-(Diazoacetyl)-1-pyrrolidinyl]carbonyl]-N-(phenylmethyl)-1-pyrrolidinecarboxamide (3.63 g) was dissolved in acetic acid-1,4-dioxane (1:1, 36 ml), and the mixture was heated at 100° C. for 10 minutes. The reaction mixture was concentrated, added with methylene chloride, washed with a saturated aqueous solution of sodium bicarbonate and water in order, dried over anhydrous sodium sulfate, and concentrated. The residue was purified by silica gel column chromatography (eluent: chlorofor...